From a dataset of the Open Reaction Database (ORD), a public repository of structured organic reaction records. describe an organic reaction: reactants, conditions, products, and yield Starting materials: O=Cc1ccc(Br)nc1Br, CC=C(C)C, CC(C)(C)O, [O-][Cl+][O-], Cl, [Na+], [Na+], O, O=P([O-])(O)O. Product: O=C(O)c1ccc(Br)nc1Br. RXN SMILES: [Br:1][c:2]1[n:3][c:4]([Br:10])[cH:5][cH:6][c:7]1[CH:8]=[O:9].[CH3:17][C:18](=[CH:19][CH3:20])[CH3:21].[CH3:27][C:28]([OH:29])([CH3:30])[CH3:31].[Cl+:22]([O-:23])[O-:24].[ClH:26].[Na+:16].[Na+:25].[OH2:32].[P:11](=[O:12])([O-:13])([OH:14])[OH:15]>>[Br:1][c:2]1[n:3][c:4]([Br:10])[cH:5][cH:6][c:7]1[C:8](=[O:9])[OH:12]. Starting materials: [OH-].[Na+] (sodium hydroxide), S(O)(O)(=O)=O (sulfuric acid), NC=1C(=C(C(=O)O)C=CC1)C (3-amino-2-methylbenzoic acid), [I-].[Na+] (sodium iodide), C(C(CO)O)O (1,2,3-propanetriol), C(C(CO)O)O (1,2,3-propanetriol). Solvent: O (water), CS(=O)C (DMSO), CO (MeOH). Reaction conditions: temperature 150 celsius. Product: CC=1C(=CC=C2C=CC=NC12)C(=O)O (8-Methyl-7-quinolinecarboxylic acid). Reaction SMILES: S(=O)(=O)(O)O.[NH2:6][C:7]1[C:8]([CH3:16])=[C:9]([CH:13]=[CH:14][CH:15]=1)[C:10]([OH:12])=[O:11].[I-].[Na+].[OH-].[Na+].[CH2:21](O)[CH:22](O)[CH2:23]O>O.CS(C)=O.CO>[CH3:16][C:8]1[C:9]([C:10]([OH:12])=[O:11])=[CH:13][CH:14]=[C:15]2[C:7]=1[N:6]=[CH:23][CH:22]=[CH:21]2 |f:2.3,4.5|. Reported procedure: To a solution of concentrated sulfuric acid (21.74 ml) in water (16 ml), was added 3-amino-2-methylbenzoic acid (5 g; supplier Acros), 1,2,3-propanetriol (2.437 ml) and sodium iodide (0.104 g). The reaction mixture was heated to reflux for 2 hours at 150° C. Further 1,2,3-propanetriol (2.437 ml) was added and reaction mixture was refluxed for another two hours. The pH of the reaction mixture was adjusted to pH 3 by adding sodium hydroxide (12.5 M, 32.6 ml) then the mixture was filtered and the s... The reactants are [Si](C)(C)(C(C)(C)C)OC=1C=CC(=C(N[C@H](C)C2=C(C=C(C=C2)Cl)Cl)C1)Cl ((R)-5-(t-butyldimethylsilyloxy)-2-chloro-N-(1-(2,4-dichlorophenyl)ethyl)aniline), [F-].C(CCC)[N+](CCCC)(CCCC)CCCC (tetrabutylammonium fluoride). Solvent: O (water), O1CCCC1 (tetrahydrofuran). Run at temperature 0 celsius, time 30 minute. Product: ClC1=C(C=C(C=C1)O)N[C@H](C)C1=C(C=C(C=C1)Cl)Cl ((R)-4-chloro-3-(1-(2,4-dichlorophenyl)ethylamino)phenol). Yield: 112.4%. As a reaction SMILES: [Si]([O:8][C:9]1[CH:10]=[CH:11][C:12]([Cl:26])=[C:13]([CH:25]=1)[NH:14][C@@H:15]([C:17]1[CH:22]=[CH:21][C:20]([Cl:23])=[CH:19][C:18]=1[Cl:24])[CH3:16])(C(C)(C)C)(C)C.[F-].C([N+](CCCC)(CCCC)CCCC)CCC>O1CCCC1.O>[Cl:26][C:12]1[CH:11]=[CH:10][C:9]([OH:8])=[CH:25][C:13]=1[NH:14][C@@H:15]([C:17]1[CH:22]=[CH:21][C:20]([Cl:23])=[CH:19][C:18]=1[Cl:24])[CH3:16] |f:1.2|. Procedure: To a stirred solution of (R)-5-(t-butyldimethylsilyloxy)-2-chloro-N-(1-(2,4-dichlorophenyl)ethyl)aniline (18.5 g, 43.0 mmol) in anhydrous tetrahydrofuran (THF) (100 mL) at 0° C. was added a solution of tetrabutylammonium fluoride (TBAF) (1 M solution in THF, 43.0 mL, 43.0 mmol). The reaction mixture was stirred at 0° C. for 30 min, and then warmed to room temperature and stirred for an additional 4 h. The reaction mixture was diluted with deionized water and extracted with ethyl acetate (2×50 mL... Starting materials: FC(OC1=CC=C(N)C=C1)(F)F (4-(trifluoromethoxy)aniline), C(OCC)(OCC)OCC (triethyl orthoformate), C(C)(=O)O (acetic acid), C(OCC)(OCC)OCC (triethyl orthoformate), [N+](=O)([O-])CC(=O)OCC (ethyl nitroacetate), C(C)(=O)O (acetic acid). The reagents and catalysts are [Fe] (iron). The product is FC(OC1=CC=C(C=C1)N1C=NC(=C1)CO)(F)F ([1-(4-Trifluoromethoxy-phenyl)-1H-imidazol-4-yl]-methanol). As a reaction SMILES: [F:1][C:2]([F:12])([F:11])[O:3][C:4]1[CH:10]=[CH:9][C:7]([NH2:8])=[CH:6][CH:5]=1.C([O:20][CH2:21][CH3:22])(OCC)OCC.[N+:23]([CH2:26]C(OCC)=O)([O-])=O.[C:32](O)(=O)C>[Fe]>[F:1][C:2]([F:11])([F:12])[O:3][C:4]1[CH:10]=[CH:9][C:7]([N:8]2[CH:32]=[C:22]([CH2:21][OH:20])[N:23]=[CH:26]2)=[CH:6][CH:5]=1. Reported procedure: Following the general method described in example 293, 4-(trifluoromethoxy)aniline was reacted with triethyl orthoformate, ethyl nitroacetate and acetic acid followed by treatment with triethyl orthoformate, iron and acetic acid and subsequent alkaline hydrolysis. The isolated acid was directly reduced according to example 264, by reaction with BH3 THF complex followed by hydrolytic workup and the title compound was obtained as a white crystalline material. Mp. 105-106° C. (Et2O), MS: m/e=258 (M... Reactants: CC1=C(C=CC(=C1)C)N1CCN(CC1)C(=O)C1=CC=C(C=C1)N1C(NCC1)=O (1-{4-[4-(2,4-dimethylphenyl)piperazine-1-carbonyl]phenyl}imidazolidin-2-one), C(C1=CC=CC=C1)Br (benzyl bromide). Yields the product C(C1=CC=CC=C1)N1C(N(CC1)C1=CC=C(C=C1)C(=O)N1CCN(CC1)C1=C(C=C(C=C1)C)C)=O (1-benzyl-3-{4-[4-(2,4-dimethylphenyl)piperazine-1-carbonyl]phenyl}imidazolidin-2-one). Reaction SMILES: [CH3:1][C:2]1[CH:7]=[C:6]([CH3:8])[CH:5]=[CH:4][C:3]=1[N:9]1[CH2:14][CH2:13][N:12]([C:15]([C:17]2[CH:22]=[CH:21][C:20]([N:23]3[CH2:27][CH2:26][NH:25][C:24]3=[O:28])=[CH:19][CH:18]=2)=[O:16])[CH2:11][CH2:10]1.[CH2:29](Br)[C:30]1[CH:35]=[CH:34][CH:33]=[CH:32][CH:31]=1>>[CH2:29]([N:25]1[CH2:26][CH2:27][N:23]([C:20]2[CH:21]=[CH:22][C:17]([C:15]([N:12]3[CH2:13][CH2:14][N:9]([C:3]4[CH:4]=[CH:5][C:6]([CH3:8])=[CH:7][C:2]=4[CH3:1])[CH2:10][CH2:11]3)=[O:16])=[CH:18][CH:19]=2)[C:24]1=[O:28])[C:30]1[CH:35]=[CH:34][CH:33]=[CH:32][CH:31]=1. Reported procedure: Using 1-{4-[4-(2,4-dimethylphenyl)piperazine-1-carbonyl]phenyl}imidazolidin-2-one (100 mg) described in Example 401 and benzyl bromide (35 μL) and by the reaction and treatment in the same manner as in Example 36, the title compound (63 mg) was obtained. The reactants are ClC1=CC=C(C=C1)C1(CC1)C(=O)C1=NC=CC=C1 ([1-(4-chlorophenyl)-cyclopropan-1-yl]-pyridin-2-yl-methanone), [N+](=O)(O)[O-] (nitric acid). The product is ClC1=C(C=C(C=C1)C1(CC1)CC1=NC=CC=C1)[N+](=O)[O-] ([1-(4-chloro-3-nitro-phenyl)-cyclopropan-1-yl]-pyridin-2-yl-methane). RXN SMILES: [Cl:1][C:2]1[CH:7]=[CH:6][C:5]([C:8]2([C:11]([C:13]3[CH:18]=[CH:17][CH:16]=[CH:15][N:14]=3)=O)[CH2:10][CH2:9]2)=[CH:4][CH:3]=1.[N+:19]([O-])([OH:21])=[O:20]>>[Cl:1][C:2]1[CH:7]=[CH:6][C:5]([C:8]2([CH2:11][C:13]3[CH:18]=[CH:17][CH:16]=[CH:15][N:14]=3)[CH2:10][CH2:9]2)=[CH:4][C:3]=1[N+:19]([O-:21])=[O:20]. Reported procedure: Prepared analogously to Example 231c from [1-(4-chlorophenyl)-cyclopropan-1-yl]-pyridin-2-yl-methanone and fuming nitric acid. Reactants: CCN(CC)CCN, CC(=O)O, CCO, COc1cc(C=O)c([N+](=O)[O-])cc1OC. Yields the product CCN(CC)CCN=Cc1cc(OC)c(OC)cc1[N+](=O)[O-]. As a reaction SMILES: [CH2:20]([CH3:21])[N:22]([CH2:23][CH2:24][NH2:25])[CH2:26][CH3:27].[CH3:16][C:17](=[O:18])[OH:19].[CH3:28][CH2:29][OH:30].[N+:1](=[O:2])([O-:3])[c:4]1[cH:5][c:6]([O:14][CH3:15])[c:7]([O:12][CH3:13])[cH:8][c:9]1[CH:10]=[O:11]>>[N+:1](=[O:2])([O-:3])[c:4]1[cH:5][c:6]([O:14][CH3:15])[c:7]([O:12][CH3:13])[cH:8][c:9]1[CH:10]=[N:25][CH2:24][CH2:23][N:22]([CH2:20][CH3:21])[CH2:26][CH3:27].